From a dataset of the Open Reaction Database (ORD), a public repository of structured organic reaction records. describe an organic reaction: reactants, conditions, products, and yield Starting materials: BrC=1C=NC(=NC1)NC1=CC=C(OCCN2CCC(CC2)C(=O)[O-])C=C1.[Na+] (sodium 1-(2-(4-(5-bromopyrimidin-2-ylamino)phenoxy)ethyl)piperidine-4-carboxylate), FC(OC1=CC=C(C=C1)B1OC(C(O1)(C)C)(C)C)F (2-(4-(difluoromethoxy)phenyl)-4,4,5,5-tetramethyl-1,3,2-dioxaborolane), C(=O)([O-])[O-].[Na+].[Na+] (Na2CO3). The reagents and catalysts are C=1C=CC(=CC1)[P](C=2C=CC=CC2)(C=3C=CC=CC3)[Pd]([P](C=4C=CC=CC4)(C=5C=CC=CC5)C=6C=CC=CC6)([P](C=7C=CC=CC7)(C=8C=CC=CC8)C=9C=CC=CC9)[P](C=1C=CC=CC1)(C=1C=CC=CC1)C=1C=CC=CC1 (Pd(PPh3)4). Solvent: O1CCOCC1 (1,4-dioxane). Run at temperature 150 celsius. Product: FC(OC1=CC=C(C=C1)C=1C=NC(=NC1)NC1=CC=C(OCCN2CCC(CC2)C(=O)O)C=C1)F (1-(2-(4-(5-(4-(difluoromethoxy)phenyl)pyrimidin-2-ylamino)phenoxy)ethyl)piperidine-4-carboxylic acid). Reaction SMILES: Br[C:2]1[CH:3]=[N:4][C:5]([NH:8][C:9]2[CH:26]=[CH:25][C:12]([O:13][CH2:14][CH2:15][N:16]3[CH2:21][CH2:20][CH:19]([C:22]([O-:24])=[O:23])[CH2:18][CH2:17]3)=[CH:11][CH:10]=2)=[N:6][CH:7]=1.[Na+].[F:28][CH:29]([F:46])[O:30][C:31]1[CH:36]=[CH:35][C:34](B2OC(C)(C)C(C)(C)O2)=[CH:33][CH:32]=1.C([O-])([O-])=O.[Na+].[Na+]>O1CCOCC1.C1C=CC([P]([Pd]([P](C2C=CC=CC=2)(C2C=CC=CC=2)C2C=CC=CC=2)([P](C2C=CC=CC=2)(C2C=CC=CC=2)C2C=CC=CC=2)[P](C2C=CC=CC=2)(C2C=CC=CC=2)C2C=CC=CC=2)(C2C=CC=CC=2)C2C=CC=CC=2)=CC=1>[F:28][CH:29]([F:46])[O:30][C:31]1[CH:36]=[CH:35][C:34]([C:2]2[CH:3]=[N:4][C:5]([NH:8][C:9]3[CH:26]=[CH:25][C:12]([O:13][CH2:14][CH2:15][N:16]4[CH2:21][CH2:20][CH:19]([C:22]([OH:24])=[O:23])[CH2:18][CH2:17]4)=[CH:11][CH:10]=3)=[N:6][CH:7]=2)=[CH:33][CH:32]=1 |f:0.1,3.4.5,^1:62,64,83,102|. Procedure: To a solution of sodium 1-(2-(4-(5-bromopyrimidin-2-ylamino)phenoxy)ethyl)piperidine-4-carboxylate 13 (0.05 mmol) in 1,4-dioxane (1.0 mL) is added 2-(4-(difluoromethoxy)phenyl)-4,4,5,5-tetramethyl-1,3,2-dioxaborolane 7 (0.05 mmol), 3M Na2CO3 (0.15 mmol) and Pd(PPh3)4 (0.0025 mmol). The reaction is evacuated and backfilled with nitrogen twice then heated at 150° C. for 10 min. Purification by prep-HPLC (ACN gradient 10-70%) affords 1-(2-(4-(5-(4-(difluoromethoxy)phenyl)pyrimidin-2-ylamino)phenoxy... Reaction SMILES: [NH2:1][C:2]1[C:10]([NH2:11])=[CH:9][C:5]2[N:6]=[CH:7][NH:8][C:4]=2[CH:3]=1.[N:12]1[CH:17]=[CH:16][C:15]([CH:18]=O)=[CH:14][CH:13]=1.Cl.C>>[N:12]1[CH:17]=[CH:16][C:15]([C:18]2[NH:1][C:2]3[CH:3]=[C:4]4[N:8]=[CH:7][NH:6][C:5]4=[CH:9][C:10]=3[N:11]=2)=[CH:14][CH:13]=1. The reactants are NC1=CC2=C(N=CN2)C=C1N (5,6-diaminobenzimidazole), C (charcoal), N1=CC=C(C=C1)C=O (pyridine-4-aldehyde), Cl (hydrochloric acid). Reported procedure: 14.8 g. (100 mMole) 5,6-diaminobenzimidazole, 10.7 g. (100 mMole) pyridine-4-aldehyde and 5 ml. concentrated hydrochloric acid are heated to the boil under reflux. After the solution has been clarified with active charcoal, it is evaporated and the residue is digested with a little water. After suction filtration and drying, there are obtained 6.98 g. (29% of theory) of the desired product in the form of colourless crystals of the hydrochloride; m.p.>280° C. Product: N1=CC=C(C=C1)C=1NC2=C(N1)C=C1C(N=CN1)=C2 (2-(4-Pyridyl)-1,5-dihydrobenzo[1,2-d:4,5-d']diimidazole).